This data is from the Open Reaction Database (ORD), a public repository of structured organic reaction records. The task is: describe an organic reaction: reactants, conditions, products, and yield Reactants: C(C1=CC=CC=C1)N1C[C@@H](NCC1)CCO ((S)-2-(4-benzylpiperazin-2-yl)ethanol), BrC1=C(C=C(C=C1)OC)O (2-bromo-5-methoxyphenol), N(=NC(=O)OC(C)(C)C)C(=O)OC(C)(C)C (di-tert-butyl azodicarboxylate), C1=CC=C(C=C1)P(C2=CC=CC=C2)C3=CC=CC=C3 (triphenylphosphine resin). Solvent: O1CCCC1 (tetrahydrofuran). Run at time 16 hour. The product is C(C1=CC=CC=C1)N1C[C@@H](NCC1)CCOC1=C(C=CC(=C1)OC)Br ((3S)-1-benzyl-3-[2-(2-bromo-5-methoxyphenoxy)ethyl]piperazine). RXN SMILES: [CH2:1]([N:8]1[CH2:13][CH2:12][NH:11][C@@H:10]([CH2:14][CH2:15][OH:16])[CH2:9]1)[C:2]1[CH:7]=[CH:6][CH:5]=[CH:4][CH:3]=1.[Br:17][C:18]1[CH:23]=[CH:22][C:21]([O:24][CH3:25])=[CH:20][C:19]=1O.N(C(OC(C)(C)C)=O)=NC(OC(C)(C)C)=O.C1C=CC(P(C2C=CC=CC=2)C2C=CC=CC=2)=CC=1>O1CCCC1>[CH2:1]([N:8]1[CH2:13][CH2:12][NH:11][C@@H:10]([CH2:14][CH2:15][O:16][C:19]2[CH:20]=[C:21]([O:24][CH3:25])[CH:22]=[CH:23][C:18]=2[Br:17])[CH2:9]1)[C:2]1[CH:3]=[CH:4][CH:5]=[CH:6][CH:7]=1. Procedure: A round bottom flask was charged with (S)-2-(4-benzylpiperazin-2-yl)ethanol (1.0 g, 4.5 mmol), 2-bromo-5-methoxyphenol (1.0 g, 5.0 mmol), di-tert-butyl azodicarboxylate (1.57 g, 6.81 mmol), polymer-supported triphenylphosphine resin (4.354 g, 9.08 mmol) and tetrahydrofuran (30 mL). The reaction stirred for 16 hours. The resin was removed via filtration and the solution was concentrated. Purification via flash chromatography (0-30% methanol/dichloromethane) afforded the title compound. The reactants are CC(C(=O)NC1=NC=CC=C1C1=CC(=NO1)C(=O)OCC)(C)C (ethyl 5-{2-[(2,2-dimethylpropanoyl)amino]pyridin-3-yl}isoxazol-3-carboxylate), C(C(=O)O)(=O)O (oxalic acid), [BH4-].[Na+] (sodium borohydride), [OH-].[Na+] (sodium hydroxide). Yield: 69.3%. Yields the product C(C(=O)O)(=O)O.NC1=NC=CC=C1C1=CC(=NO1)CO ([5-(2-aminopyridin-3-yl)isoxazol-3-yl]methanol oxalate). Procedure details: To a mixture of ethyl 5-{2-[(2,2-dimethylpropanoyl)amino]pyridin-3-yl}isoxazol-3-carboxylate (3.17 g, 10 mmol), ethanol (3 mL) and tetrahydrofuran (10 mL) was added sodium borohydride (0.38 g, 10 mmol) at room temperature, which was stirred overnight under a ice cooling to room temperature. The reaction mixture was divided equally into five, among which one was added to 5N aqueous sodium hydroxide (2 mL), which was stirred overnight at 55° C. To the reaction mixture was added water, which was ex... Reaction conditions: time 8 hour. As a reaction SMILES: CC(C)(C)C([NH:5][C:6]1[C:11]([C:12]2[O:16][N:15]=[C:14]([C:17](OCC)=[O:18])[CH:13]=2)=[CH:10][CH:9]=[CH:8][N:7]=1)=O.[BH4-].[Na+].[OH-].[Na+].[C:28]([OH:33])(=[O:32])[C:29]([OH:31])=[O:30]>COC(C)(C)C.O1CCCC1.O.C(O)C>[C:28]([OH:33])(=[O:32])[C:29]([OH:31])=[O:30].[NH2:5][C:6]1[C:11]([C:12]2[O:16][N:15]=[C:14]([CH2:17][OH:18])[CH:13]=2)=[CH:10][CH:9]=[CH:8][N:7]=1 |f:1.2,3.4,10.11|. Run in O (water), O1CCCC1 (tetrahydrofuran), C(C)O (ethanol), COC(C)(C)C (methyl-tert-butylether), O1CCCC1 (tetrahydrofuran). Reactants: CCNC(=O)Nc1ccc(-c2nc3c(c(N4CCOCC4C)n2)CNCC3)cc1, CC(C)OC(=O)Cl. Product: CCNC(=O)Nc1ccc(-c2nc3c(c(N4CCOCC4C)n2)CN(C(=O)OC(C)C)CC3)cc1. Reaction SMILES: [CH2:1]([CH3:2])[NH:3][C:4](=[O:5])[NH:6][c:7]1[cH:8][cH:9][c:10](-[c:13]2[n:14][c:15]([N:23]3[CH:24]([CH3:29])[CH2:25][O:26][CH2:27][CH2:28]3)[c:16]3[c:17]([n:18]2)[CH2:19][CH2:20][NH:21][CH2:22]3)[cH:11][cH:12]1.[Cl:30][C:31](=[O:32])[O:33][CH:34]([CH3:35])[CH3:36]>>[CH2:1]([CH3:2])[NH:3][C:4](=[O:5])[NH:6][c:7]1[cH:8][cH:9][c:10](-[c:13]2[n:14][c:15]([N:23]3[CH:24]([CH3:29])[CH2:25][O:26][CH2:27][CH2:28]3)[c:16]3[c:17]([n:18]2)[CH2:19][CH2:20][N:21]([C:31](=[O:32])[O:33][CH:34]([CH3:35])[CH3:36])[CH2:22]3)[cH:11][cH:12]1. The reactants are ClCCl, NCCCCN1CCN(c2cncc(Cl)n2)CC1, O=C1OC(=O)C2CCCC1O2. Yields the product O=C1C2CCCC(O2)C(=O)N1CCCCN1CCN(c2cncc(Cl)n2)CC1. Reaction SMILES: [CH2:30]([Cl:31])[Cl:32].[NH2:12][CH2:13][CH2:14][CH2:15][CH2:16][N:17]1[CH2:18][CH2:19][N:20]([c:23]2[n:24][c:25]([Cl:29])[cH:26][n:27][cH:28]2)[CH2:21][CH2:22]1.[O:1]1[CH:2]2[CH2:3][CH2:4][CH2:5][CH:6]1[C:7](=[O:8])[O:9][C:10]2=[O:11]>>[O:1]1[CH:2]2[CH2:3][CH2:4][CH2:5][CH:6]1[C:7](=[O:9])[N:12]([CH2:13][CH2:14][CH2:15][CH2:16][N:17]1[CH2:18][CH2:19][N:20]([c:23]3[n:24][c:25]([Cl:29])[cH:26][n:27][cH:28]3)[CH2:21][CH2:22]1)[C:10]2=[O:11]. Starting materials: O (water), C(C)I (ethyl iodide), C1(=CC=CC=C1)NC1=CC=CC2=CC=CC=C12 (1-phenylaminonaphthalene), [OH-].[K+] (KOH). The reagents and catalysts are [Cu] (copper bronze). Run in CN1C(CCC1)=O (N-methylpyrrolidone). Product: C1(=CC=CC=C1)N(CC)C1=CC=CC2=CC=CC=C12 (1-(N-phenyl-N-ethylamino)naphthalene). Yield: 98.0%. As a reaction SMILES: [CH2:1](I)[CH3:2].[C:4]1([NH:10][C:11]2[C:20]3[C:15](=[CH:16][CH:17]=[CH:18][CH:19]=3)[CH:14]=[CH:13][CH:12]=2)[CH:9]=[CH:8][CH:7]=[CH:6][CH:5]=1.[OH-].[K+].O>CN1CCCC1=O.[Cu]>[C:4]1([N:10]([C:11]2[C:20]3[C:15](=[CH:16][CH:17]=[CH:18][CH:19]=3)[CH:14]=[CH:13][CH:12]=2)[CH2:1][CH3:2])[CH:9]=[CH:8][CH:7]=[CH:6][CH:5]=1 |f:2.3|. Reported procedure: A mixture of ethyl iodide (0.1M), 1-phenylaminonaphthalene (0.05M), KOH (0.1M) and copper bronze (1 g) was stirred for 31/2 hours in N-methylpyrrolidone (20 cm3) at 120° C. under an atmosphere of nitrogen. The mixture was cooled, poured into water (2 liters) and extracted with CH2Cl2 (3×300 cm3). The combined extracts were washed with water, dried over MgSO4 and the CH2Cl2 solvent removed in vacuo to give 229 g (98% yield) of 1-(N-phenyl-N-ethylamino)naphthalene as a yellow liquid. Starting materials: C(=O)(OC)C=P(C1=CC=CC=C1)(C1=CC=CC=C1)C1=CC=CC=C1 ((carbomethoxymethylene)triphenylphosphorane), COC1=CC=C(C=C1)/C(=C/C=O)/CC ((E)-3-(4-methoxyphenyl)-2-pentenal). Run in C(Cl)(Cl)(Cl)Cl (carbon tetrachloride), ClCCl (dichloromethane). The product is COC(\C=C\C=C(/CC)\C1=CC=C(C=C1)OC)=O ((E,E)-5-(4-methoxyphenyl)-2,4-heptadienoic acid methyl ester). As a reaction SMILES: [CH3:1][O:2][C:3]1[CH:8]=[CH:7][C:6](/[C:9](/[CH2:13][CH3:14])=[CH:10]/[CH:11]=O)=[CH:5][CH:4]=1.[C:15]([CH:19]=P(C1C=CC=CC=1)(C1C=CC=CC=1)C1C=CC=CC=1)([O:17][CH3:18])=[O:16]>C(Cl)(Cl)(Cl)Cl.ClCCl>[CH3:18][O:17][C:15](=[O:16])/[CH:19]=[CH:11]/[CH:10]=[C:9](/[C:6]1[CH:7]=[CH:8][C:3]([O:2][CH3:1])=[CH:4][CH:5]=1)\[CH2:13][CH3:14]. Procedure: As described in Example 99, (E)-3-(4-methoxyphenyl)-2-pentenal (7.1 g) was treated with (carbomethoxymethylene)triphenylphosphorane (14 g) in carbon tetrachloride (70 mL) and dichloromethane (15 mL) overnight at room temperature. The ester was isolated in the normal fashion to afford 8 g of (E,E)-5-(4-methoxyphenyl)-2,4-heptadienoic acid methyl ester as an oil. Reactants: dilithium 2,2-(indenyl)propane, C1(C=CC2=CC=CC=C12)C(C)(C)C1C=CC2=CC=CC=C12.[Li].[Li] (dilithium 2,2-bis(indenyl)propane), C1(C=CC2=CC=CC=C12)C(C)(C)C1C=CC2=CC=CC=C12 (2,2-bis(indenyl)propane), solution, C(CCC)[Li] (n-butyl-lithium), [Si](C)(C)(C)Cl (Me3SiCl). The solvent is CCOCC (ether), CCOCC (ether), CCCCC (pentane). Product: C[Si](C1=CC(C2=CC=CC=C12)C(C)(C)C1C=C(C2=CC=CC=C12)[Si](C)(C)C)(C)C (2.2-bis(3-trimethylsilyl-indenyl)propane). As a reaction SMILES: [CH:1]1([C:10]([CH:13]2[C:21]3[C:16](=[CH:17][CH:18]=[CH:19][CH:20]=3)[CH:15]=[CH:14]2)([CH3:12])[CH3:11])[C:9]2[C:4](=[CH:5][CH:6]=[CH:7][CH:8]=2)[CH:3]=[CH:2]1.C([Li])CCC.C1(C(C2C3C(=CC=CC=3)C=C2)(C)C)C2C(=CC=CC=2)C=C1.[Li].[Li].[Si:50](Cl)([CH3:53])([CH3:52])[CH3:51]>CCOCC.CCCCC>[CH3:51][Si:50]([CH3:53])([CH3:52])[C:15]1[C:16]2[C:21](=[CH:20][CH:19]=[CH:18][CH:17]=2)[CH:13]([C:10]([CH:1]2[C:9]3[C:4](=[CH:5][CH:6]=[CH:7][CH:8]=3)[C:3]([Si:50]([CH3:53])([CH3:52])[CH3:51])=[CH:2]2)([CH3:11])[CH3:12])[CH:14]=1 |f:2.3.4,^1:47,48|. Procedure details: 5.45 g (20 mmol) of 2,2-bis(indenyl)propane was dissolved in 100 ml of ether. The solution thus obtained was taken to -20° C., and 22 ml of a 2.0 M solution of n-butyl-lithium in pentane was added, thus giving a suspension of dilithium-2,2-(indenyl)propane. 8.77 g (30.85 mmol) of dilithium 2,2-bis(indenyl)propane was dissolved in 100 ml of ether, and 10 ml of Me3SiCl (excess) was added at a temperature of -40° C. The resulting mixture was allowed to return to room temperature. The organic phase ...